From a dataset of the Open Reaction Database (ORD), a public repository of structured organic reaction records. describe an organic reaction: reactants, conditions, products, and yield Starting materials: C(=O)(OCC1=CC=CC=C1)Cl (CBZ-Cl), C(=O)(O)[O-].[Na+] (NaHCO3), C(C)(C)(C)OC(=O)N1C[C@H](NCC1)C(=O)O ((S)-4-(tert-butoxycarbonyl) piperazine-2-carboxylic acid). The solvent is O1CCOCC1 (1,4-dioxane), O (water), O (water). Product: C(C1=CC=CC=C1)OC(=O)N1[C@@H](CN(CC1)C(=O)OC(C)(C)C)C(=O)O ((S)-1-{(Benzyloxy)carbonyl}-4-(tert-butoxycarbonyl)piperazine-2-carboxylic acid). The yield is 82.2%. RXN SMILES: [C:1]([O:5][C:6]([N:8]1[CH2:13][CH2:12][NH:11][C@H:10]([C:14]([OH:16])=[O:15])[CH2:9]1)=[O:7])([CH3:4])([CH3:3])[CH3:2].C([O-])(O)=O.[Na+].[C:22](Cl)([O:24][CH2:25][C:26]1[CH:31]=[CH:30][CH:29]=[CH:28][CH:27]=1)=[O:23]>O.O1CCOCC1>[CH2:25]([O:24][C:22]([N:11]1[CH2:12][CH2:13][N:8]([C:6]([O:5][C:1]([CH3:4])([CH3:2])[CH3:3])=[O:7])[CH2:9][C@H:10]1[C:14]([OH:16])=[O:15])=[O:23])[C:26]1[CH:31]=[CH:30][CH:29]=[CH:28][CH:27]=1 |f:1.2|. Procedure: To a stirred suspension of (S)-4-(tert-butoxycarbonyl) piperazine-2-carboxylic acid (1.0 g, 4.34 mmol) in water (5 mL) was added solid NaHCO3 (0.73 g, 8.68 mmol) at room temperature. The reaction mixture was stirred at room temperature to get clear solution. Solution of CBZ-Cl (1.22 mL, 8.68 mmol) in 1,4-dioxane (10 mL) was added dropwise and the reaction mixture was stirred at room temperature for 16 h. The reaction mixture was diluted with water (20 mL) and extracted with EtOAc (2×20 mL). The ... Reactants: C(C1=CC=CC=C1)OC=1C(=NC(=CC1)Br)C(=O)OC (methyl 3-(benzyloxy)-6-bromopicolinate), O[Li].O (LiOH.H2O). Solvent: O1CCOCC1.O (1,4-dioxane H2O). The product is C(C1=CC=CC=C1)OC=1C(=NC(=CC1)Br)C(=O)O (3-(benzyloxy)-6-bromopicolinic acid). Isolated yield 97.9%. RXN SMILES: [CH2:1]([O:8][C:9]1[C:10]([C:16]([O:18]C)=[O:17])=[N:11][C:12]([Br:15])=[CH:13][CH:14]=1)[C:2]1[CH:7]=[CH:6][CH:5]=[CH:4][CH:3]=1.O[Li].O>O1CCOCC1.O>[CH2:1]([O:8][C:9]1[C:10]([C:16]([OH:18])=[O:17])=[N:11][C:12]([Br:15])=[CH:13][CH:14]=1)[C:2]1[CH:3]=[CH:4][CH:5]=[CH:6][CH:7]=1 |f:1.2,3.4|. Procedure: A solution of methyl 3-(benzyloxy)-6-bromopicolinate (2.0 g, 6.20 mmol) and LiOH.H2O (0.71 g, 18.60 mmol) in 1,4-dioxane/H2O (100 mL/20 mL) was stirred at 40° C. overnight. The mixture was filtered and the filtrate was acidified to pH=3 by aqueous HCl (2 M) and extracted with EtOAc. The combined organic phase was washed with brine, dried over Na2SO4 and concentrated to afford the product of 3-(benzyloxy)-6-bromopicolinic acid (1.87 g, yield: 97.9%) without further purification. 1H-NMR (CDCl3, 40...